From a dataset of the Open Reaction Database (ORD), a public repository of structured organic reaction records. describe an organic reaction: reactants, conditions, products, and yield Reactants: CO, O=C1Cc2cccc(Sc3ccccc3Cl)c2O1, [K+], [OH-]. Product: O=C(O)Cc1cccc(Sc2ccccc2Cl)c1O. As a reaction SMILES: [CH3:21][OH:22].[Cl:1][c:2]1[c:3]([S:8][c:9]2[cH:10][cH:11][cH:12][c:13]3[c:17]2[O:16][C:15](=[O:18])[CH2:14]3)[cH:4][cH:5][cH:6][cH:7]1.[K+:20].[OH-:19]>>[Cl:1][c:2]1[c:3]([S:8][c:9]2[cH:10][cH:11][cH:12][c:13]([CH2:14][C:15]([OH:18])=[O:19])[c:17]2[OH:16])[cH:4][cH:5][cH:6][cH:7]1. Reaction SMILES: [CH2:1]([CH:2]1[CH2:3][O:4][C:5](=[O:6])[N:7]1[C:14]([CH2:15][CH:16]([c:17]1[cH:18][cH:19][c:20]([O:23][CH2:24][CH2:25][O:26][c:27]2[cH:28][cH:29][c:30]([C:33]([F:34])([F:35])[F:36])[cH:31][cH:32]2)[cH:21][cH:22]1)[c:37]1[n:38][o:39][cH:40][cH:41]1)=[O:42])[c:8]1[cH:9][cH:10][cH:11][cH:12][cH:13]1.[CH2:48]1[O:49][CH2:50][CH2:51][CH2:52]1.[ClH:47].[Li+:45].[OH-:46].[OH2:53].[OH:43][OH:44]>>[C:14]([CH2:15][CH:16]([c:17]1[cH:18][cH:19][c:20]([O:23][CH2:24][CH2:25][O:26][c:27]2[cH:28][cH:29][c:30]([C:33]([F:34])([F:35])[F:36])[cH:31][cH:32]2)[cH:21][cH:22]1)[c:37]1[n:38][o:39][cH:40][cH:41]1)([OH:42])=[O:43]. The reactants are O=C(CC(c1ccc(OCCOc2ccc(C(F)(F)F)cc2)cc1)c1ccon1)N1C(=O)OCC1Cc1ccccc1, C1CCOC1, Cl, [Li+], [OH-], O, OO. Product: O=C(O)CC(c1ccc(OCCOc2ccc(C(F)(F)F)cc2)cc1)c1ccon1. Starting materials: CC#N, CN(C)Cc1ccc(CSCCN)o1, COCCN=C=S. Product: COCCNC(=S)NCCSCc1ccc(CN(C)C)o1. Reaction SMILES: [CH3:22][C:23]#[N:24].[CH3:8][N:9]([CH3:10])[CH2:11][c:12]1[cH:13][cH:14][c:15]([CH2:17][S:18][CH2:19][CH2:20][NH2:21])[o:16]1.[N:1](=[C:2]=[S:3])[CH2:4][CH2:5][O:6][CH3:7]>>[NH:1]([C:2](=[S:3])[NH:21][CH2:20][CH2:19][S:18][CH2:17][c:15]1[cH:14][cH:13][c:12]([CH2:11][N:9]([CH3:8])[CH3:10])[o:16]1)[CH2:4][CH2:5][O:6][CH3:7]. The reactants are O=C([O-])[O-], [K+], [K+], O=N[O-], C1=CC=NNC=C1, [Na+], C1COCCO1, O, O=S(=O)(O)O, CCCCCCCCCCCc1nnc2n1-c1ccccc1C(c1ccccc1)=NC2. Yields the product CCCCCCCCCCCc1nnc(CO)n1-c1ccccc1C(=O)c1ccccc1. RXN SMILES: [C:48](=[O:49])([O-:50])[O-:51].[K+:52].[K+:53].[N:44]([O-:45])=[O:46].[NH:1]1[CH:2]=[CH:3][CH:4]=[CH:5][CH:6]=[N:7]1.[Na+:47].[O:55]1[CH2:56][CH2:57][O:58][CH2:59][CH2:60]1.[OH2:54].[S:39]([OH:40])(=[O:41])(=[O:42])[OH:43].[c:8]1([C:14]2=[N:15][CH2:16][c:17]3[n:18]([c:25]([CH2:28][CH2:29][CH2:30][CH2:31][CH2:32][CH2:33][CH2:34][CH2:35][CH2:36][CH2:37][CH3:38])[n:26][n:27]3)-[c:19]3[c:20]2[cH:21][cH:22][cH:23][cH:24]3)[cH:9][cH:10][cH:11][cH:12][cH:13]1>>[c:8]1([C:14]([c:20]2[c:19](-[n:18]3[c:17]([CH2:16][OH:54])[n:27][n:26][c:25]3[CH2:28][CH2:29][CH2:30][CH2:31][CH2:32][CH2:33][CH2:34][CH2:35][CH2:36][CH2:37][CH3:38])[cH:24][cH:23][cH:22][cH:21]2)=[O:40])[cH:9][cH:10][cH:11][cH:12][cH:13]1. The reactants are COC(C1=CC(=CC=C1)COC1=CC=C(C=C1)C1=CC=CC=C1)=O (3-(biphenyl-4-yloxymethyl)benzoic acid methyl ester), [OH-].[Na+] (sodium hydroxide). The solvent is O (water), C(C)O (ethanol). Run at temperature 60 celsius, time 20 hour. Yields the product C1(=CC=C(C=C1)OCC=1C=C(C(=O)O)C=CC1)C1=CC=CC=C1 (3-(biphenyl-4-yloxymethyl)benzoic acid). The yield is 84.0%. RXN SMILES: C[O:2][C:3](=[O:24])[C:4]1[CH:9]=[CH:8][CH:7]=[C:6]([CH2:10][O:11][C:12]2[CH:17]=[CH:16][C:15]([C:18]3[CH:23]=[CH:22][CH:21]=[CH:20][CH:19]=3)=[CH:14][CH:13]=2)[CH:5]=1.[OH-].[Na+]>O.C(O)C>[C:15]1([C:18]2[CH:19]=[CH:20][CH:21]=[CH:22][CH:23]=2)[CH:16]=[CH:17][C:12]([O:11][CH2:10][C:6]2[CH:5]=[C:4]([CH:9]=[CH:8][CH:7]=2)[C:3]([OH:24])=[O:2])=[CH:13][CH:14]=1 |f:1.2|. Procedure: To the above benzoic acid methyl ester (12.3 g, 40.0 mmol) suspended in a mixture of water (125 ml) and ethanol (125 ml) was added sodium hydroxide (4.80 g, 0.12 mol) and the reaction mixture was heated at 60° C. for 20 h. The volatiles were evaporated in vacuo and to the residue was added water (50 ml) followed by concentrated hydrochloric acid to pH=1. The resulting mixture was stirred at room temperature for 20 h and the precipitate was filtered off and washed with water (3×25 ml), suspended ...